From a dataset of the Open Reaction Database (ORD), a public repository of structured organic reaction records. describe an organic reaction: reactants, conditions, products, and yield Yields the product COc1ccc(Br)cc1CCc1c(F)cccc1C(N)=O. Starting materials: COc1ccc(Br)cc1CCc1c(F)cccc1C(=O)O, CCOC(C)=O, CCN(C(C)C)C(C)C, CN(C)C=O, O. As a reaction SMILES: [Br:1][c:2]1[cH:3][cH:4][c:5]([O:20][CH3:21])[c:6]([CH2:8][CH2:9][c:10]2[c:11]([C:12](=[O:13])[OH:14])[cH:15][cH:16][cH:17][c:18]2[F:19])[cH:7]1.[CH3:37][CH2:38][O:39][C:40](=[O:41])[CH3:42].[CH:22]([N:25]([CH:23]([CH3:24])[CH3:26])[CH2:27][CH3:28])([CH3:29])[CH3:30].[O:31]=[CH:32][N:33]([CH3:34])[CH3:35].[OH2:36]>>[Br:1][c:2]1[cH:3][cH:4][c:5]([O:20][CH3:21])[c:6]([CH2:8][CH2:9][c:10]2[c:11]([C:12](=[O:13])[NH2:25])[cH:15][cH:16][cH:17][c:18]2[F:19])[cH:7]1. The reactants are C[Si](CCOCCl)(C)C (2-(Trimethylsilyl)ethoxymethyl chloride), BrC1=C(C=CC=C1)C=1NC=CN1 (2-(2-bromophenyl)-1H-imidazole), [H-].[Na+] (Sodium hydride), CN(C)C=O (DMF). Run in C1CCOC1 (THF). Reaction conditions: time 20 minute. Product: BrC1=C(C=CC=C1)C=1N(C=CN1)COCC[Si](C)(C)C (2-(2-bromophenyl)-1-{[2-(trimethylsilyl)ethoxy]methyl}-1H-imidazole). Yield: 94.8%. Reaction SMILES: [Br:1][C:2]1[CH:7]=[CH:6][CH:5]=[CH:4][C:3]=1[C:8]1[NH:9][CH:10]=[CH:11][N:12]=1.CN(C=O)C.[H-].[Na+].[CH3:20][Si:21]([CH3:28])([CH3:27])[CH2:22][CH2:23][O:24][CH2:25]Cl>C1COCC1>[Br:1][C:2]1[CH:7]=[CH:6][CH:5]=[CH:4][C:3]=1[C:8]1[N:12]([CH2:25][O:24][CH2:23][CH2:22][Si:21]([CH3:28])([CH3:27])[CH3:20])[CH:11]=[CH:10][N:9]=1 |f:2.3|. Procedure details: 2-(2-bromophenyl)-1H-imidazole (WO 9407486; 1.0 g, 4.48 mmol) was dissolved in THF (11 mL) and DMF (11 mL) and cooled to 0° C. Sodium hydride (60% dispersion in mineral oil, 197 mg, 4.93 mol) was added and the reaction stirred for 20 minutes. 2-(Trimethylsilyl)ethoxymethyl chloride (0.79 mL, 4.93 mmol) was added and the reaction stirred overnight at room temperature. The reaction was quenched with MeOH then partitioned between water and Et2O. The organic layer was dried (MgSO4) and concentrated ... Reactants: IC1=C(C=CC=C1)CC(=O)O (2-iodophenylacetic acid), N1=CC=CC=C1 (pyridine), S(=O)(Cl)Cl (thionyl chloride), NC1=NC=C(C(=N1)C1=CC(=C(C(=C1)OC)OC)OC)C#N (2-amino-5-cyano-4-(3,4,5-trimethoxyphenyl)pyrimidine). Solvent: ClCCl (dichloromethane), ClCCl (dichloromethane). Yields the product C(#N)C=1C(=NC(=NC1)NC(CC1=C(C=CC=C1)I)=O)C1=CC(=C(C(=C1)OC)OC)OC (N-[5-Cyano-4-(3,4,5-trimethoxy-phenyl)-pyrimidin-2-yl]-2-(2-iodo-phenyl)-acetamide). As a reaction SMILES: [I:1][C:2]1[CH:7]=[CH:6][CH:5]=[CH:4][C:3]=1[CH2:8][C:9]([OH:11])=O.S(Cl)(Cl)=O.[NH2:16][C:17]1[N:22]=[C:21]([C:23]2[CH:28]=[C:27]([O:29][CH3:30])[C:26]([O:31][CH3:32])=[C:25]([O:33][CH3:34])[CH:24]=2)[C:20]([C:35]#[N:36])=[CH:19][N:18]=1.N1C=CC=CC=1>ClCCl>[C:35]([C:20]1[C:21]([C:23]2[CH:28]=[C:27]([O:29][CH3:30])[C:26]([O:31][CH3:32])=[C:25]([O:33][CH3:34])[CH:24]=2)=[N:22][C:17]([NH:16][C:9](=[O:11])[CH2:8][C:3]2[CH:4]=[CH:5][CH:6]=[CH:7][C:2]=2[I:1])=[N:18][CH:19]=1)#[N:36]. Procedure: From 2-iodophenylacetic acid, thionyl chloride and N,N-in dichloromethane. Then treatment with 2-amino-5-cyano-4-(3,4,5-trimethoxyphenyl)pyrimidine and pyridine in dichloromethane. ES-MS m/e (%): 553 (M+Na+, 15), 531 (M+H+, 100). Starting materials: resultant mixture, OC1=C(N=NC(=C1)Cl)Cl (4-hydroxy-3,6-dichloropyridazine), C1(CC1)C1=C(C(=CC=C1)C)O (2-cyclopropyl-6-methylphenol), Cl (hydrochloric acid), C(C1=CC=CC=C1)(=O)C1=CC=CC=C1 (benzophenone), [OH-].[K+] (potassium hydroxide). Run in CO (methanol). The product is ClC1=CC(=C(N=N1)OC1=C(C=CC=C1C)C1CC1)O (6-chloro-3-(2-cyclopropyl-6-methylphenoxy)-4-pyridazinol). Yield: 62.0%. Reaction SMILES: [OH:1][C:2]1[CH:7]=[C:6]([Cl:8])[N:5]=[N:4][C:3]=1Cl.[CH:10]1([C:13]2[CH:18]=[CH:17][CH:16]=[C:15]([CH3:19])[C:14]=2[OH:20])[CH2:12][CH2:11]1.C(C1C=CC=CC=1)(=O)C1C=CC=CC=1.[OH-].[K+].Cl>CO>[Cl:8][C:6]1[N:5]=[N:4][C:3]([O:20][C:14]2[C:15]([CH3:19])=[CH:16][CH:17]=[CH:18][C:13]=2[CH:10]2[CH2:11][CH2:12]2)=[C:2]([OH:1])[CH:7]=1 |f:3.4|. Procedure: To a mixture of 305 mg (purity: 99.0%; 1.83 mmol) of 4-hydroxy-3,6-dichloropyridazine and 846 mg (5.62 mmol) of 2-cyclopropyl-6-methylphenol were added benzophenone (2.76 g) and 327 mg (5.55 mmol) of 95% potassium hydroxide at room temperature. The resultant mixture was heated to 180° C. while stirring, and stirred at that temperature for 4 hours. Then, the resultant reaction mixture was cooled to room temperature, and a 1 N aqueous hydrochloric acid solution and methanol were added to the react... The reactants are Cc1nc2cc(OCC3CO3)ccc2s1, CC1CN(C(=O)OC(C)(C)C)CCN1, CCO. Yields the product Cc1nc2cc(OCC(O)CN3CCN(C(=O)OC(C)(C)C)CC3C)ccc2s1. As a reaction SMILES: [CH3:15][c:16]1[s:17][c:18]2[c:19]([n:20]1)[cH:21][c:22]([O:25][CH2:26][CH:27]1[O:28][CH2:29]1)[cH:23][cH:24]2.[CH3:1][CH:2]1[CH2:3][N:4]([C:8](=[O:9])[O:10][C:11]([CH3:12])([CH3:13])[CH3:14])[CH2:5][CH2:6][NH:7]1.[CH3:30][CH2:31][OH:32]>>[CH3:1][CH:2]1[CH2:3][N:4]([C:8](=[O:9])[O:10][C:11]([CH3:12])([CH3:13])[CH3:14])[CH2:5][CH2:6][N:7]1[CH2:29][CH:27]([CH2:26][O:25][c:22]1[cH:21][c:19]2[c:18]([s:17][c:16]([CH3:15])[n:20]2)[cH:24][cH:23]1)[OH:28]. Reactants: C(=O)C1=CC=C(C(=O)OC)C=C1 (methyl 4-formylbenzoate), C(CO)O (ethylene glycol), C=1(C(=CC=CC1)C)C (xylene). Reagents/catalysts: [Cl-].[Cl-].[Zn+2] (ZnCl2). Run in O (water). The product is O1C(OCC1)C1=CC=C(C(=O)OC)C=C1 (Methyl 4-(1,3-dioxolanyl)benzoate). RXN SMILES: [CH:1]([C:3]1[CH:12]=[CH:11][C:6]([C:7]([O:9][CH3:10])=[O:8])=[CH:5][CH:4]=1)=O.[CH2:13]([OH:16])[CH2:14][OH:15].C1(C)C(C)=CC=CC=1>[Cl-].[Cl-].[Zn+2].O>[O:15]1[CH2:14][CH2:13][O:16][CH:1]1[C:3]1[CH:12]=[CH:11][C:6]([C:7]([O:9][CH3:10])=[O:8])=[CH:5][CH:4]=1 |f:3.4.5|. Procedure: 8.2 g (0.05 mol) of methyl 4-formylbenzoate, 25 ml of ethylene glycol, 3.5 g of ZnCl2 and 200 ml of xylene are introduced into a round-bottomed flask. The mixture is heated to reflux and the water formed is separated after settling has taken place, the organic phase is evaporated to dryness, the reaction medium is poured into water, the mixture is extracted with ethyl ether and the organic phase is separated after settling has taken place, dried over magnesium sulphate and evaporated. 10.4 g (10... Starting materials: C1CCOC1, CC1(C)CCC(C)(C)c2cc(Cc3coc(C4OCCO4)c3)ccc21, Cl. Yields the product CC1(C)CCC(C)(C)c2cc(Cc3coc(C=O)c3)ccc21. As a reaction SMILES: [CH2:27]1[O:28][CH2:29][CH2:30][CH2:31]1.[CH3:1][C:2]1([CH3:25])[c:3]2[cH:4][cH:5][c:6]([CH2:14][c:15]3[cH:16][c:17]([CH:20]4[O:21][CH2:24][CH2:23][O:22]4)[o:18][cH:19]3)[cH:7][c:8]2[C:9]([CH3:12])([CH3:13])[CH2:10][CH2:11]1.[ClH:26]>>[CH3:1][C:2]1([CH3:25])[c:3]2[cH:4][cH:5][c:6]([CH2:14][c:15]3[cH:16][c:17]([CH:20]=[O:21])[o:18][cH:19]3)[cH:7][c:8]2[C:9]([CH3:12])([CH3:13])[CH2:10][CH2:11]1.